Dataset: the Open Reaction Database (ORD), a public repository of structured organic reaction records. Task: describe an organic reaction: reactants, conditions, products, and yield Starting materials: CCOC(=O)C(C)(C)Br, CC#N, COc1nc(NCCc2ccc(Cl)cc2Cl)cc(-c2cccc(O)c2)n1. Product: CCOC(=O)C(C)(C)Oc1cccc(-c2cc(NCCc3ccc(Cl)cc3Cl)nc(OC)n2)c1. Reaction SMILES: [Br:27][C:28]([C:29](=[O:30])[O:31][CH2:32][CH3:33])([CH3:34])[CH3:35].[CH3:36][C:37]#[N:38].[Cl:1][c:2]1[c:3]([CH2:9][CH2:10][NH:11][c:12]2[cH:13][c:14](-[c:20]3[cH:21][c:22]([OH:26])[cH:23][cH:24][cH:25]3)[n:15][c:16]([O:18][CH3:19])[n:17]2)[cH:4][cH:5][c:6]([Cl:8])[cH:7]1>>[Cl:1][c:2]1[c:3]([CH2:9][CH2:10][NH:11][c:12]2[cH:13][c:14](-[c:20]3[cH:21][c:22]([O:26][C:28]([C:29](=[O:30])[O:31][CH2:32][CH3:33])([CH3:34])[CH3:35])[cH:23][cH:24][cH:25]3)[n:15][c:16]([O:18][CH3:19])[n:17]2)[cH:4][cH:5][c:6]([Cl:8])[cH:7]1. The reactants are [N+](=O)([O-])C=1C=C(C(=O)OC)C=C(C1)C(F)(F)F (methyl 3-nitro-5-(trifluoromethyl)benzoate), O.NN (hydrazine hydrate). Solvent: CO (MeOH). Run at temperature 25 celsius, time 16 hour. The product is [N+](=O)([O-])C=1C=C(C(=O)NN)C=C(C1)C(F)(F)F (3-nitro-5-(trifluoromethyl)benzohydrazide). Isolated yield 90.3%. As a reaction SMILES: [N+:1]([C:4]1[CH:5]=[C:6]([CH:11]=[C:12]([C:14]([F:17])([F:16])[F:15])[CH:13]=1)[C:7](OC)=[O:8])([O-:3])=[O:2].O.[NH2:19][NH2:20]>CO>[N+:1]([C:4]1[CH:5]=[C:6]([CH:11]=[C:12]([C:14]([F:17])([F:16])[F:15])[CH:13]=1)[C:7]([NH:19][NH2:20])=[O:8])([O-:3])=[O:2] |f:1.2|. Reported procedure: A mixture of methyl 3-nitro-5-(trifluoromethyl)benzoate (20 g, 80 mmol) and hydrazine hydrate (5.56 mL, 96 mmol) in MeOH (100 mL) was stirred for 16 h at 25° C. Then the solvent was concentrated to yield an off white solid of 3-nitro-5-(trifluoromethyl)benzohydrazide (20 g, 72.2 mmol, 90% yield): 1H NMR (400 MHz, CD3OD) δ 8.89 (s, 1H), 8.65 (s, 1H), 8.50 (s, 1H); ES-LCMS m/z 250 (M+H). Starting materials: C1(=CC=CC=2C3=CC=CC=C3CC12)CO (Fluorenylmethanol), CN(C)C1=NC=CC=C1 (dimethylaminopyridine), C1(CCC(=O)O1)=O (Succinic anhydride). The solvent is N1=CC=CC=C1 (pyridine). Conditions: time 8 hour. Yields the product C1(=CC=CC=2C3=CC=CC=C3CC12)COC(CCC(=O)O)=O (Succinic Acid Monofluorenylmethyl Ester). The yield is 64.4%. As a reaction SMILES: [C:1]1([CH2:14][OH:15])[C:13]2[CH2:12][C:11]3[C:6](=[CH:7][CH:8]=[CH:9][CH:10]=3)[C:5]=2[CH:4]=[CH:3][CH:2]=1.CN(C1C=CC=CN=1)C.[C:25]1(=[O:31])[O:30][C:28](=[O:29])[CH2:27][CH2:26]1>N1C=CC=CC=1>[C:1]1([CH2:14][O:15][C:25](=[O:31])[CH2:26][CH2:27][C:28]([OH:30])=[O:29])[C:13]2[CH2:12][C:11]3[C:6](=[CH:7][CH:8]=[CH:9][CH:10]=3)[C:5]=2[CH:4]=[CH:3][CH:2]=1. Reported procedure: Fluorenylmethanol (0.90 g, 4.5 mmol) and dimethylaminopyridine (50 mg) were dissolved in 10 ml dry pyridine. Succinic anhydride (0.50 g, 5.0 mmol) was added and the solution stirred overnight. The solvent was removed under reduced pressure, sodium bicarbonate added (50 ml), the solution extracted with ethyl acetate (50 ml), and the organic layer discarded. The aqueous layer was acidified to pH 2, extracted with ethyl acetate (2×100 ml), washed with brine, and the solvent removed under reduced pr...